describe an organic reaction: reactants, conditions, products, and yield From a dataset of the Open Reaction Database (ORD), a public repository of structured organic reaction records. The reactants are C[O-].[Na+] (sodium methoxide), [N+](=[N-])=C(C(=O)OCC=C)C([C@H](C)[C@H]1NC([C@@H]1[C@@H](C)O)=O)=O (allyl (4R)-2-diazo-4-[(2R,3S)-3-{(1R)-1-hydroxyethyl}-4-oxoazetidin-2-yl]-3-oxopentanoate), C(C)(=O)S[C@H]1C[C@H](N(C1)C(=O)OCC=C)CN1C=CN2N=CC=C21 ((2S,4S)-4-acetylthio-1-allyloxycarbonyl-2-(imidazo[1,2-b]-pyrazol-1-yl) methylpyrrolidine), P(OC1=CC=CC=C1)(OC1=CC=CC=C1)(=O)Cl (diphenyl phosphorochloridate), C(C)(C)N(CC)C(C)C (N,N-diisopropyl-N-ethylamine), C(C)(C)N(CC)C(C)C (N,N-diisopropyl-N-ethylamine). The reagents and catalysts are C(CCCCCCC)(=O)[O-].[Rh+2].C(CCCCCCC)(=O)[O-] (rhodium(II) octanoate). Run in CO (methanol), C(C)#N (acetonitrile), C(C)(=O)OCC (ethyl acetate), O1CCCC1 (tetrahydrofuran), CO (methanol), C(C)(=O)O (acetic acid), C(C)#N (acetonitrile), C(C)(=O)OCC (ethyl acetate), O (water). Run at temperature 2.5 celsius, time 8 hour. Yields the product C(C=C)OC(=O)N1[C@@H](C[C@@H](C1)SC1=C(N2C([C@@H]([C@H]2[C@H]1C)[C@@H](C)O)=O)C(=O)OCC=C)CN1C=CN2N=CC=C21 (allyl (4R,5S,6S)-3-[(2S,4S) -1-allyloxycarbonyl-2-(imidazo[1,2-b]pyrazol-1-yl) methylpyrrolidin-4-yl]thio-6-[(1R)-1-hydroxyethyl]-4-methyl-7-oxo-1-azabicyclo [3.2.0]hept-2-ene-2-carboxylate). Yield: 62.6%. As a reaction SMILES: [N+](=[C:3]([C:10](=O)[C@@H:11]([C@@H:13]1[C@@H:16]([C@H:17]([OH:19])[CH3:18])[C:15](=[O:20])[NH:14]1)[CH3:12])[C:4]([O:6][CH2:7][CH:8]=[CH2:9])=[O:5])=[N-].P(Cl)(=O)(OC1C=CC=CC=1)OC1C=CC=CC=1.C(N(C(C)C)CC)(C)C.C([S:51][C@@H:52]1[CH2:56][N:55]([C:57]([O:59][CH2:60][CH:61]=[CH2:62])=[O:58])[C@H:54]([CH2:63][N:64]2[C:71]3[N:67]([N:68]=[CH:69][CH:70]=3)[CH:66]=[CH:65]2)[CH2:53]1)(=O)C.C[O-].[Na+]>C(OCC)(=O)C.C(#N)C.O1CCCC1.CO.C([O-])(=O)CCCCCCC.[Rh+2].C([O-])(=O)CCCCCCC.O.C(O)(=O)C>[CH2:60]([O:59][C:57]([N:55]1[CH2:56][C@@H:52]([S:51][C:10]2[C@H:11]([CH3:12])[C@H:13]3[N:14]([C:15](=[O:20])[C@@H:16]3[C@H:17]([OH:19])[CH3:18])[C:3]=2[C:4]([O:6][CH2:7][CH:8]=[CH2:9])=[O:5])[CH2:53][C@H:54]1[CH2:63][N:64]1[C:71]2[N:67]([N:68]=[CH:69][CH:70]=2)[CH:66]=[CH:65]1)=[O:58])[CH:61]=[CH2:62] |f:4.5,10.11.12|. Procedure: To a solution of allyl (4R)-2-diazo-4-[(2R,3S)-3-{(1R)-1-hydroxyethyl}-4-oxoazetidin-2-yl]-3-oxopentanoate (1.41 g) in ethyl acetate (14 ml) was added rhodium(II) octanoate (19 mg) under refluxing in a stream of nitrogen. The mixture was refluxed for 30 minutes and then evaporated in vacuo to give a residue. The residue was dissolved in acetonitrile (15 ml) and cooled at 0-5° C. under an atmosphere of nitrogen. To the solution were added diphenyl phosphorochloridate (1.09 ml) and N,N-diisopropyl... The reactants are O=C([O-])O, COc1cc2nccc(Cl)c2cc1NC(=O)OCc1ccccc1, CN1CCCC1=O, CCN(C(C)C)C(C)C, O=[N+]([O-])c1ccc(O)cc1F, [Na+]. Yields the product COc1cc2nccc(Oc3ccc([N+](=O)[O-])c(F)c3)c2cc1NC(=O)OCc1ccccc1. As a reaction SMILES: [C:45](=[O:46])([OH:47])[O-:48].[CH2:1]([c:2]1[cH:3][cH:4][cH:5][cH:6][cH:7]1)[O:8][C:9]([NH:10][c:11]1[cH:12][c:13]2[c:14]([Cl:23])[cH:15][cH:16][n:17][c:18]2[cH:19][c:20]1[O:21][CH3:22])=[O:24].[CH3:50][N:51]1[CH2:52][CH2:53][CH2:54][C:55]1=[O:56].[CH:36]([N:37]([CH2:38][CH3:39])[CH:40]([CH3:41])[CH3:42])([CH3:43])[CH3:44].[F:25][c:26]1[cH:27][c:28]([OH:35])[cH:29][cH:30][c:31]1[N+:32](=[O:33])[O-:34].[Na+:49]>>[CH2:1]([c:2]1[cH:3][cH:4][cH:5][cH:6][cH:7]1)[O:8][C:9]([NH:10][c:11]1[cH:12][c:13]2[c:14]([O:35][c:28]3[cH:27][c:26]([F:25])[c:31]([N+:32](=[O:33])[O-:34])[cH:30][cH:29]3)[cH:15][cH:16][n:17][c:18]2[cH:19][c:20]1[O:21][CH3:22])=[O:24]. The reactants are CO, COC(=O)C1(C)CCc2onc(-c3ccc(Cl)cc3)c2CC1, [K+], [OH-], O. Product: CC1(C(=O)O)CCc2onc(-c3ccc(Cl)cc3)c2CC1. RXN SMILES: [CH3:25][OH:26].[Cl:1][c:2]1[cH:3][cH:4][c:5](-[c:8]2[n:9][o:10][c:11]3[c:12]2[CH2:13][CH2:14][C:15]([C:18](=[O:19])[O:20][CH3:21])([CH3:22])[CH2:16][CH2:17]3)[cH:6][cH:7]1.[K+:24].[OH-:23].[OH2:27]>>[Cl:1][c:2]1[cH:3][cH:4][c:5](-[c:8]2[n:9][o:10][c:11]3[c:12]2[CH2:13][CH2:14][C:15]([C:18](=[O:19])[OH:20])([CH3:22])[CH2:16][CH2:17]3)[cH:6][cH:7]1.